Dataset: the Open Reaction Database (ORD), a public repository of structured organic reaction records. Task: describe an organic reaction: reactants, conditions, products, and yield Starting materials: C(C)(C)(C)OC(NC1=C(C=C(C=C1)I)N)=O ((2-amino-4-iodo-phenyl)-carbamic acid tert.-butyl ester), C(C)OC(CC(=O)C1=CC(=CC=C1)C#N)=O (3-(3-cyano-phenyl)-3-oxo-propionic acid ethyl ester). The product is C(C)(C)(C)OC(NC1=C(C=C(C=C1)I)NC(CC(=O)C1=CC(=CC=C1)C#N)=O)=O ({2-[3-(3-Cyano-phenyl)-3-oxo-propionylamino]-4-iodo-phenyl}-carbamic acid tert.-butyl ester). Yield: 88.0%. RXN SMILES: [C:1]([O:5][C:6](=[O:16])[NH:7][C:8]1[CH:13]=[CH:12][C:11]([I:14])=[CH:10][C:9]=1[NH2:15])([CH3:4])([CH3:3])[CH3:2].C([O:19][C:20](=O)[CH2:21][C:22]([C:24]1[CH:29]=[CH:28][CH:27]=[C:26]([C:30]#[N:31])[CH:25]=1)=[O:23])C>>[C:1]([O:5][C:6](=[O:16])[NH:7][C:8]1[CH:13]=[CH:12][C:11]([I:14])=[CH:10][C:9]=1[NH:15][C:20](=[O:19])[CH2:21][C:22]([C:24]1[CH:29]=[CH:28][CH:27]=[C:26]([C:30]#[N:31])[CH:25]=1)=[O:23])([CH3:4])([CH3:2])[CH3:3]. Reported procedure: Prepared from (2-amino-4-iodo-phenyl)-carbamic acid tert.-butyl ester (Example G1) (900 mg, 2.7 mmol) and 3-(3-cyano-phenyl)-3-oxo-propionic acid ethyl ester (880 mg, 4.1 mmol) according to the general procedure K. Obtained as a yellow solid (1.2 g). Starting materials: CC(C)(C)c1ccc(CCl)cc1, [Cl-], CN(C)C(c1ccc(Cl)c(Cl)c1)C1CCCCC1=O, [Mg], [NH4+]. The product is CN(C)C(c1ccc(Cl)c(Cl)c1)C1CCCCC1(O)Cc1ccc(C(C)(C)C)cc1. RXN SMILES: [C:2]([CH3:3])([CH3:4])([CH3:5])[c:6]1[cH:7][cH:8][c:9]([CH2:10][Cl:11])[cH:12][cH:13]1.[Cl-:33].[Cl:14][c:15]1[cH:16][c:17]([CH:22]([CH:23]2[C:24](=[O:29])[CH2:25][CH2:26][CH2:27][CH2:28]2)[N:30]([CH3:31])[CH3:32])[cH:18][cH:19][c:20]1[Cl:21].[Mg:1].[NH4+:34]>>[C:2]([CH3:3])([CH3:4])([CH3:5])[c:6]1[cH:7][cH:8][c:9]([CH2:10][C:24]2([OH:29])[CH:23]([CH:22]([c:17]3[cH:16][c:15]([Cl:14])[c:20]([Cl:21])[cH:19][cH:18]3)[N:30]([CH3:31])[CH3:32])[CH2:28][CH2:27][CH2:26][CH2:25]2)[cH:12][cH:13]1. Starting materials: [S-]C#N.[K+] (Potassium thiocyanate), NC1=CC(=C(OC=2C=C(C=CC2)NC(C2=CC(=CC=C2)C(C)(C)C#N)=O)C=C1)F (N-[3-(4-amino-2-fluorophenoxy)phenyl]-3-(1-cyano-1-methylethyl)benzamide), BrBr (bromine). The solvent is C(C)(=O)O (acetic acid), C(C)(=O)O (acetic acid), C(C)(=O)O (acetic acid). Reaction conditions: time 10 minute. The product is NC=1SC2=C(N1)C=C(C(=C2)OC=2C=C(C=CC2)NC(C2=CC(=CC=C2)C(C)(C)C#N)=O)F (N-{3-[(2-amino-5-fluoro-1,3-benzothiazol-6-yl)oxy]phenyl}-3-(1-cyano-1-methylethyl)benzamide). The yield is 56.0%. As a reaction SMILES: [S-:1][C:2]#[N:3].[K+].[NH2:5][C:6]1[CH:32]=[CH:31][C:9]([O:10][C:11]2[CH:12]=[C:13]([NH:17][C:18](=[O:30])[C:19]3[CH:24]=[CH:23][CH:22]=[C:21]([C:25]([C:28]#[N:29])([CH3:27])[CH3:26])[CH:20]=3)[CH:14]=[CH:15][CH:16]=2)=[C:8]([F:33])[CH:7]=1.BrBr>C(O)(=O)C>[NH2:3][C:2]1[S:1][C:32]2[CH:31]=[C:9]([O:10][C:11]3[CH:12]=[C:13]([NH:17][C:18](=[O:30])[C:19]4[CH:24]=[CH:23][CH:22]=[C:21]([C:25]([C:28]#[N:29])([CH3:27])[CH3:26])[CH:20]=4)[CH:14]=[CH:15][CH:16]=3)[C:8]([F:33])=[CH:7][C:6]=2[N:5]=1 |f:0.1|. Procedure: Potassium thiocyanate (500 mg, 5.12 mmol) was suspended in acetic acid (10 mL) and the mixture was stirred at room temperature for 10 min. To the obtained solution was added a solution of N-[3-(4-amino-2-fluorophenoxy)phenyl]-3-(1-cyano-1-methylethyl)benzamide (500 mg, 1.28 mmol) in acetic acid (10 mL), and the mixture was further stirred at room temperature for 15 min. To the obtained solution was added dropwise slowly a solution of bromine (0.225 g, 1.41 mmol) in acetic acid (7.0 mL) and, afte... Run in C1CCOC1 (THF), CCOCC (Et2O), C1CCOC1 (THF). Reported procedure: To a stirred suspension of 3-chloro-5-(dihydroxyboryl)-1-(4-cyclopentoxyphenyl)-1H-indole-2-carboxylic acid ethyl ester (see step (b) above; 214 mg, 0.5 mmol), trifluoromethanesulfonic acid 5-chloropyrid-2-yl ester (see step (c) above; 130.0 mg, 0.5 mmol) and K3PO4 (200 mg, 0.95 mmol) in THF (2.0 mL) under argon at room temperature was added a mixture of Pd(OAc)2 (23.0 mg, 0.1 mmol) and tricyclohexylphosphine (34 mg, 0.12 mmol) in THF (2.0 mL). The reaction was stirred at ambient temperature for... Reaction SMILES: [CH2:1]([O:3][C:4]([C:6]1[N:7]([C:19]2[CH:24]=[CH:23][C:22]([O:25][CH:26]3[CH2:30][CH2:29][CH2:28][CH2:27]3)=[CH:21][CH:20]=2)[C:8]2[C:13]([C:14]=1[Cl:15])=[CH:12][C:11](B(O)O)=[CH:10][CH:9]=2)=[O:5])[CH3:2].[Cl:31][C:32]1[CH:33]=[CH:34][C:35](OS(C(F)(F)F)(=O)=O)=[N:36][CH:37]=1.[O-]P([O-])([O-])=O.[K+].[K+].[K+].C1(P(C2CCCCC2)C2CCCCC2)CCCCC1>C1COCC1.CCOCC.CC([O-])=O.CC([O-])=O.[Pd+2]>[CH2:1]([O:3][C:4]([C:6]1[N:7]([C:19]2[CH:24]=[CH:23][C:22]([O:25][CH:26]3[CH2:30][CH2:29][CH2:28][CH2:27]3)=[CH:21][CH:20]=2)[C:8]2[C:13]([C:14]=1[Cl:15])=[CH:12][C:11]([C:35]1[CH:34]=[CH:33][C:32]([Cl:31])=[CH:37][N:36]=1)=[CH:10][CH:9]=2)=[O:5])[CH3:2] |f:2.3.4.5,9.10.11|. Product: C(C)OC(=O)C=1N(C2=CC=C(C=C2C1Cl)C1=NC=C(C=C1)Cl)C1=CC=C(C=C1)OC1CCCC1 (3-Chloro-5-(5-chloropyrid-2-yl)-1-(4-cyclopentoxyphenyl)-1H-indole-2-carboxylic acid ethyl ester). The reagents and catalysts are CC(=O)[O-].CC(=O)[O-].[Pd+2] (Pd(OAc)2). The yield is 40.4%. Reaction conditions: time 12 hour. The reactants are C(C)OC(=O)C=1N(C2=CC=C(C=C2C1Cl)B(O)O)C1=CC=C(C=C1)OC1CCCC1 (3-Chloro-5-(dihydroxyboryl)-1-(4-cyclopentoxyphenyl)-1H-indole-2-carboxylic acid ethyl ester), ClC=1C=CC(=NC1)OS(=O)(=O)C(F)(F)F (Trifluoromethanesulfonic acid 5-chloropyrid-2-yl ester), [O-]P(=O)([O-])[O-].[K+].[K+].[K+] (K3PO4), C1(CCCCC1)P(C1CCCCC1)C1CCCCC1 (tricyclohexylphosphine). Reactants: CCCC[N+](CCCC)(CCCC)CCCC, C1CCOC1, CC(C)(C)[Si](OC1CCC(Oc2ccc(C(=O)NC3C4CC5CC(C4)CC3C5)cc2)CC1)(c1ccccc1)c1ccccc1, [F-]. Yields the product O=C(NC1C2CC3CC(C2)CC1C3)c1ccc(OC2CCC(O)CC2)cc1. RXN SMILES: [CH2:46]([N+:47]([CH2:48][CH2:49][CH2:50][CH3:51])([CH2:52][CH2:53][CH2:54][CH3:55])[CH2:56][CH2:57][CH2:58][CH3:59])[CH2:60][CH2:61][CH3:62].[CH2:63]1[O:64][CH2:65][CH2:66][CH2:67]1.[CH:1]12[CH:2]([NH:11][C:12]([c:13]3[cH:14][cH:15][c:16]([O:19][CH:20]4[CH2:21][CH2:22][CH:23]([O:26][Si:27]([C:28]([CH3:29])([CH3:30])[CH3:31])([c:32]5[cH:33][cH:34][cH:35][cH:36][cH:37]5)[c:38]5[cH:39][cH:40][cH:41][cH:42][cH:43]5)[CH2:24][CH2:25]4)[cH:17][cH:18]3)=[O:44])[CH:3]3[CH2:4][CH:5]([CH2:6][CH:7]([CH2:8]1)[CH2:9]3)[CH2:10]2.[F-:45]>>[CH:1]12[CH:2]([NH:11][C:12]([c:13]3[cH:14][cH:15][c:16]([O:19][CH:20]4[CH2:21][CH2:22][CH:23]([OH:26])[CH2:24][CH2:25]4)[cH:17][cH:18]3)=[O:44])[CH:3]3[CH2:4][CH:5]([CH2:6][CH:7]([CH2:8]1)[CH2:9]3)[CH2:10]2. The product is FC=1C=C(C=CC1)N1N=CC=C1C1=NN(C=CC1=O)C1=CC=C(C=C1)OC(F)(F)F (3-[2-(3-Fluoro-phenyl)-2H-pyrazol-3-yl]-1-(4-trifluoromethoxy-phenyl)-1H-pyridazin-4-one). Procedure details: The product was obtained starting from 3-((E)-3-Dimethylamino-acryloyl)-1-(4-trifluoromethoxy-phenyl)-1H-pyridazin-4-one (A-8) and 3-fluoro-phenylhydrazine according to the method described for example 91. MS: M=417.2 (M+H)+ RXN SMILES: CN(C)/[CH:3]=[CH:4]/[C:5]([C:7]1[C:12](=[O:13])[CH:11]=[CH:10][N:9]([C:14]2[CH:19]=[CH:18][C:17]([O:20][C:21]([F:24])([F:23])[F:22])=[CH:16][CH:15]=2)[N:8]=1)=O.[F:26][C:27]1[CH:28]=[C:29]([NH:33][NH2:34])[CH:30]=[CH:31][CH:32]=1>>[F:26][C:27]1[CH:28]=[C:29]([N:33]2[C:5]([C:7]3[C:12](=[O:13])[CH:11]=[CH:10][N:9]([C:14]4[CH:19]=[CH:18][C:17]([O:20][C:21]([F:23])([F:22])[F:24])=[CH:16][CH:15]=4)[N:8]=3)=[CH:4][CH:3]=[N:34]2)[CH:30]=[CH:31][CH:32]=1. The reactants are CN(/C=C/C(=O)C1=NN(C=CC1=O)C1=CC=C(C=C1)OC(F)(F)F)C (3-((E)-3-Dimethylamino-acryloyl)-1-(4-trifluoromethoxy-phenyl)-1H-pyridazin-4-one), FC=1C=C(C=CC1)NN (3-fluoro-phenylhydrazine). Starting materials: ClC1=CC=C(C=C1)C(N1CC(C1)COC1=CC(=C(C(=O)OC)C=C1C1CC1)F)C1=CC=CC=C1 (methyl 4-((1-((4-chlorophenyl)(phenyl)methyl)azetidin 3-yl)-methoxy)-5-cyclopropyl-2-fluorobenzoate), [OH-].[Li+] (lithium hydroxide). Solvent: C1CCOC1 (THF), O (H2O), CCOC(=O)C (EtOAc). Run at temperature 50 celsius, time 3 hour. The product is ClC1=CC=C(C=C1)C(N1CC(C1)COC1=CC(=C(C(=O)O)C=C1C1CC1)F)C1=CC=CC=C1 (4-((1-((4-chlorophenyl)(phenyl)methyl)azetidin-3-yl)-methoxy)-5-cyclopropyl-2-fluorobenzoic acid). Isolated yield 107.3%. Reaction SMILES: [Cl:1][C:2]1[CH:7]=[CH:6][C:5]([CH:8]([C:29]2[CH:34]=[CH:33][CH:32]=[CH:31][CH:30]=2)[N:9]2[CH2:12][CH:11]([CH2:13][O:14][C:15]3[C:24]([CH:25]4[CH2:27][CH2:26]4)=[CH:23][C:18]([C:19]([O:21]C)=[O:20])=[C:17]([F:28])[CH:16]=3)[CH2:10]2)=[CH:4][CH:3]=1.[OH-].[Li+]>C1COCC1.O.CCOC(C)=O>[Cl:1][C:2]1[CH:3]=[CH:4][C:5]([CH:8]([C:29]2[CH:34]=[CH:33][CH:32]=[CH:31][CH:30]=2)[N:9]2[CH2:12][CH:11]([CH2:13][O:14][C:15]3[C:24]([CH:25]4[CH2:27][CH2:26]4)=[CH:23][C:18]([C:19]([OH:21])=[O:20])=[C:17]([F:28])[CH:16]=3)[CH2:10]2)=[CH:6][CH:7]=1 |f:1.2|. Procedure details: A mixture of methyl 4-((1-((4-chlorophenyl)(phenyl)methyl)azetidin 3-yl)-methoxy)-5-cyclopropyl-2-fluorobenzoate (50 mg, 0.10 mmol) and lithium hydroxide (13 mg, 0.31 mmol) in THF (10 mL) and H2O (10 mL) was stirred at 50° C. for 3 h. The mixture was diluted with EtOAc (100 mL), washed with HCl (2.0 M, 20 mL), brine (50×2 mL), dried over anhydrous sodium sulfate, filtered and concentrated to give the target product (50 mg) as oil which was used in the next step without further purification. LCMS...